Dataset: the Open Reaction Database (ORD), a public repository of structured organic reaction records. Task: describe an organic reaction: reactants, conditions, products, and yield The yield is 86.3%. Procedure: In a 250 ml single neck flask was charged 12.0 g (100 mmoles,1.0 eq) of o-tolualdehyde dissolved in 30 ml of acetone. To this was added 5 g of 10% aqueous sodium hydroxide solution (12.5 mmoles, 0.125 eq), dropwise and during the course of addition, temperature was kept no higher than 25° C., while the mixture was agitated continuously for 30 minutes. To the mixture was added 50 ml of water, followed by 100 ml of ethyl acetate, the phases were separated and the organic phase was washed with wate... Reaction SMILES: [C:1]1([CH3:9])[C:2]([CH:7]=O)=[CH:3][CH:4]=[CH:5][CH:6]=1.[OH-].[Na+].O.C(OCC)(=O)C.[CH3:19][C:20]([CH3:22])=[O:21]>>[C:1]1([CH3:9])[CH:6]=[CH:5][CH:4]=[CH:3][C:2]=1[CH:7]=[CH:19][C:20](=[O:21])[CH3:22] |f:1.2|. The product is C1(=C(C=CC=C1)C=CC(C)=O)C (4-(o-tolyl)-3-buten-2-one). Starting materials: C=1(C(=CC=CC1)C=O)C (o-tolualdehyde), C(C)(=O)OCC (ethyl acetate), CC(=O)C (acetone), [OH-].[Na+] (sodium hydroxide), O (water). Reaction conditions: time 30 minute. The reactants are [Cl-].[Mg+2].[Cl-] (magnesium chloride), C(CC(=O)OCC)(=O)OCC (diethyl malonate), S1N=NC2=C1C(=CC=C2)C(=O)Cl (benzo-1,2,3-thiadiazole-7-carboxylic acid chloride), Cl (hydrochloric acid). The solvent is C(C)#N (acetonitrile), C(C)N(CC)CC (triethylamine), C(C)#N (acetonitrile). Reaction conditions: temperature 0 celsius. The product is S1N=NC2=C1C(=CC=C2)C(C(=O)OCC)C(=O)OCC (diethyl 2-(benzo-1,2,3-thiadiazol-7-yl)malonate). Yield: 83.2%. As a reaction SMILES: [Cl-].[Mg+2].[Cl-].[C:4]([O:12][CH2:13][CH3:14])(=[O:11])[CH2:5][C:6]([O:8][CH2:9][CH3:10])=[O:7].[S:15]1[C:19]2[C:20](C(Cl)=O)=[CH:21][CH:22]=[CH:23][C:18]=2[N:17]=[N:16]1.Cl>C(#N)C.C(N(CC)CC)C>[S:15]1[C:19]2[C:20]([CH:5]([C:6]([O:8][CH2:9][CH3:10])=[O:7])[C:4]([O:12][CH2:13][CH3:14])=[O:11])=[CH:21][CH:22]=[CH:23][C:18]=2[N:17]=[N:16]1 |f:0.1.2|. Reported procedure: 4.8 g of magnesium chloride in 50 ml of acetonitrile are treated with 7.6 ml of diethyl malonate and 14 ml of triethylamine, with ice-cooling and stirring. The mixture is stirred for 20 minutes and then treated at 0°-5° C. with portions of a suspension of 9.6 g of benzo-1,2,3-thiadiazole-7-carboxylic acid chloride in 50 ml of acetonitrile, the temperature being maintained at between 5° C. and 15° C. The resulting beige suspension is stirred for a further hour in an ice-bath at 0° C. and subseque... The reactants are C1(=CC=CC=2CCCCC12)O (5,6,7,8-tetrahydro-1-naphthol), Cl (hydrogen chloride), CC1=C(C=CC=C1)N1CCN(CC1)CCCCl (4-(2-methylphenyl)-1-(3-chloropropyl)-piperazine), C([O-])([O-])=O.[K+].[K+] (potassium carbonate), [I-].[K+] (potassium iodide). The solvent is C(C)C(=O)C (methyl ethyl ketone), C(C)C(=O)C (methyl ethyl ketone), CCOCC (ether). Yields the product Cl.CC1=C(C=CC=C1)N1CCN(CC1)CCCOC1=CC=CC=2CCCCC12 (4-(2-methylphenyl)-1-[3-(5,6,7,8-tetrahydronaphth-1-yloxy)-prop1 -yl]-piperazine hydrochloride). Yield: 72.0%. Reaction SMILES: [C:1]1([OH:11])[C:10]2[CH2:9][CH2:8][CH2:7][CH2:6][C:5]=2[CH:4]=[CH:3][CH:2]=1.C(=O)([O-])[O-].[K+].[K+].[I-].[K+].[CH3:20][C:21]1[CH:26]=[CH:25][CH:24]=[CH:23][C:22]=1[N:27]1[CH2:32][CH2:31][N:30]([CH2:33][CH2:34][CH2:35][Cl:36])[CH2:29][CH2:28]1.Cl>CCOCC.C(C(C)=O)C>[ClH:36].[CH3:20][C:21]1[CH:26]=[CH:25][CH:24]=[CH:23][C:22]=1[N:27]1[CH2:28][CH2:29][N:30]([CH2:33][CH2:34][CH2:35][O:11][C:1]2[C:10]3[CH2:9][CH2:8][CH2:7][CH2:6][C:5]=3[CH:4]=[CH:3][CH:2]=2)[CH2:31][CH2:32]1 |f:1.2.3,4.5,10.11|. Procedure: A mixture of 8.15 g. (55 mMole) 5,6,7,8-tetrahydro-1-naphthol, 7.60 g. (55 mMole) powdered dry potassium carbonate and 100 ml. anhydrous methyl ethyl ketone was heated under reflux for 2 hours and then cooled somewhat. 0.2 g. potassium iodide were added thereto and a solution of 12.64 g. (50 mMole) 4-(2-methylphenyl)-1-(3-chloropropyl)-piperazine in 50 ml. anhydrous methyl ethyl ketone then added dropwise, whereafter the reaction mixture was heated under reflux for a further 16 hours. After filt... Starting materials: C1CCOC1, COC(=O)Cc1ccc2oc(Nc3ccccc3C)nc2c1, [Na+], [OH-]. The product is Cc1ccccc1Nc1nc2cc(CC(=O)O)ccc2o1. RXN SMILES: [CH2:25]1[O:26][CH2:27][CH2:28][CH2:29]1.[CH3:1][c:2]1[c:3]([NH:8][c:9]2[o:10][c:11]3[c:12]([n:13]2)[cH:14][c:15]([CH2:18][C:19](=[O:20])[O:21][CH3:22])[cH:16][cH:17]3)[cH:4][cH:5][cH:6][cH:7]1.[Na+:24].[OH-:23]>>[CH3:1][c:2]1[c:3]([NH:8][c:9]2[o:10][c:11]3[c:12]([n:13]2)[cH:14][c:15]([CH2:18][C:19](=[O:20])[OH:21])[cH:16][cH:17]3)[cH:4][cH:5][cH:6][cH:7]1. RXN SMILES: C[Si](C)(C)CC[O:5][C:6](=[O:21])[CH2:7][CH2:8][C:9]([C:11]1[C:19]2[C:14](=[CH:15][CH:16]=[C:17]([Cl:20])[CH:18]=2)[NH:13][CH:12]=1)=[O:10].Cl[C:25]1[N:30]=[C:29]([O:31][CH:32]2[CH2:36][CH2:35][CH2:34][CH2:33]2)[N:28]=[C:27]([N:37]2[C:46]3[C:41](=[CH:42][CH:43]=[CH:44][CH:45]=3)[CH2:40][CH2:39][CH2:38]2)[N:26]=1>>[Cl:20][C:17]1[CH:18]=[C:19]2[C:14](=[CH:15][CH:16]=1)[N:13]([C:25]1[N:30]=[C:29]([O:31][CH:32]3[CH2:33][CH2:34][CH2:35][CH2:36]3)[N:28]=[C:27]([N:37]3[C:46]4[C:41](=[CH:42][CH:43]=[CH:44][CH:45]=4)[CH2:40][CH2:39][CH2:38]3)[N:26]=1)[CH:12]=[C:11]2[C:9](=[O:10])[CH2:8][CH2:7][C:6]([OH:5])=[O:21]. The product is ClC=1C=C2C(=CN(C2=CC1)C1=NC(=NC(=N1)OC1CCCC1)N1CCCC2=CC=CC=C12)C(CCC(=O)O)=O (4-{5-Chloro-1-[4-cyclopentyloxy-6-(3,4-dihydro-2H-quinolin-1-yl)-[1,3,5]-triazin-2-yl]-1H-indol-3-yl}-4-oxo-butyric acid). Procedure details: Arylation of 4-(5-chloro-1H-indol-3-yl)-4-oxo-butyric acid 2-trimethylsilanyl-ethyl ester with 1-(4-chloro-6-cyclopentyloxy-[1,3,5]-triazin-2-yl)-1,2,3,4-tetrahydro-quinoline and subsequent hydrolysis as outlined previously yielded the titled compound. Rf 0.30 (5% methanol in dichloromethane); 1H NMR (DMSO-d6, 300 MHz) δ 8.97 (1H, s, ArH), 8.55 (1H, d, J=9 Hz, ArH), 8.18 (1H, d, J=2 Hz, ArH), 7.81 (1H, d, J=8 Hz, ArH), 7.35-7.10 (4H, m, ArH), 5.44 (1H, m, CH), 4.08 (2H, t, J=6 Hz, CH2), 3.22 (2H... Starting materials: C[Si](CCOC(CCC(=O)C1=CNC2=CC=C(C=C12)Cl)=O)(C)C (4-(5-chloro-1H-indol-3-yl)-4-oxo-butyric acid 2-trimethylsilanyl-ethyl ester), ClC1=NC(=NC(=N1)OC1CCCC1)N1CCCC2=CC=CC=C12 (1-(4-chloro-6-cyclopentyloxy-[1,3,5]-triazin-2-yl)-1,2,3,4-tetrahydro-quinoline). Reactants: CC(C)(C)OC(=O)NCC1CCC(NC(=O)OCc2ccccc2)CC1, CCO. Yields the product CC(C)(C)OC(=O)NCC1CCC(N)CC1. As a reaction SMILES: [CH2:1]([O:2][C:3](=[O:4])[NH:10][CH:11]1[CH2:12][CH2:13][CH:14]([CH2:17][NH:18][C:19](=[O:20])[O:21][C:22]([CH3:23])([CH3:24])[CH3:25])[CH2:15][CH2:16]1)[c:5]1[cH:6][cH:7][cH:8][cH:9][cH:26]1.[CH3:27][CH2:28][OH:29]>>[NH2:10][CH:11]1[CH2:12][CH2:13][CH:14]([CH2:17][NH:18][C:19](=[O:20])[O:21][C:22]([CH3:23])([CH3:24])[CH3:25])[CH2:15][CH2:16]1. The reactants are CCOCC, O=C(c1ccccc1)c1ccccc1Cl, [Li]c1ccccc1. Yields the product OC(c1ccccc1)(c1ccccc1)c1ccccc1Cl. As a reaction SMILES: [CH3:23][CH2:24][O:25][CH2:26][CH3:27].[Cl:1][c:2]1[c:3]([C:4](=[O:5])[c:6]2[cH:7][cH:8][cH:9][cH:10][cH:11]2)[cH:12][cH:13][cH:14][cH:15]1.[Li:16][c:17]1[cH:18][cH:19][cH:20][cH:21][cH:22]1>>[Cl:1][c:2]1[c:3]([C:4]([OH:5])([c:6]2[cH:7][cH:8][cH:9][cH:10][cH:11]2)[c:17]2[cH:18][cH:19][cH:20][cH:21][cH:22]2)[cH:12][cH:13][cH:14][cH:15]1. Reactants: CCC(N)c1ccccc1, C1CCOC1, CC#N, ClCCl, Nc1c(-c2ccccc2)nc2ccccc2c1C(=O)O, On1nnc2ccccc21. The product is CCC(NC(=O)c1c(N)c(-c2ccccc2)nc2ccccc12)c1ccccc1. RXN SMILES: [CH2:31]([CH3:32])[CH:33]([c:34]1[cH:35][cH:36][cH:37][cH:38][cH:39]1)[NH2:40].[CH2:41]1[O:42][CH2:43][CH2:44][CH2:45]1.[CH3:46][C:47]#[N:48].[Cl:49][CH2:50][Cl:51].[NH2:1][c:2]1[c:3](-[c:15]2[cH:16][cH:17][cH:18][cH:19][cH:20]2)[n:4][c:5]2[cH:6][cH:7][cH:8][cH:9][c:10]2[c:11]1[C:12](=[O:13])[OH:14].[OH:21][n:22]1[c:23]2[cH:24][cH:25][cH:26][cH:27][c:28]2[n:29][n:30]1>>[NH2:1][c:2]1[c:3](-[c:15]2[cH:16][cH:17][cH:18][cH:19][cH:20]2)[n:4][c:5]2[cH:6][cH:7][cH:8][cH:9][c:10]2[c:11]1[C:12](=[O:14])[NH:40][CH:33]([CH2:31][CH3:32])[c:34]1[cH:35][cH:36][cH:37][cH:38][cH:39]1.